This data is from the Open Reaction Database (ORD), a public repository of structured organic reaction records. The task is: describe an organic reaction: reactants, conditions, products, and yield Product: O=c1c(Cc2cccnc2)cn2c3cc(Br)ccc3c3cc(OCc4cccnc4)cc1c32. Reaction SMILES: [Br:1][c:2]1[cH:3][c:4]2[n:5]3[c:6]4[c:7]([cH:8][c:9]([OH:15])[cH:10][c:11]4[c:12]2[cH:13][cH:14]1)[c:16](=[O:26])[c:17]([CH2:19][c:20]1[cH:21][n:22][cH:23][cH:24][cH:25]1)[cH:18]3.[C:27](=[O:28])([O-:29])[O-:30].[CH3:42][S:43](=[O:44])[CH3:45].[K+:31].[K+:32].[OH2:41].[cH:33]1[c:34]([CH2:39][Cl:40])[cH:35][cH:36][cH:37][n:38]1>>[Br:1][c:2]1[cH:3][c:4]2[n:5]3[c:6]4[c:7]([cH:8][c:9]([O:15][CH2:39][c:34]5[cH:33][n:38][cH:37][cH:36][cH:35]5)[cH:10][c:11]4[c:12]2[cH:13][cH:14]1)[c:16](=[O:26])[c:17]([CH2:19][c:20]1[cH:21][n:22][cH:23][cH:24][cH:25]1)[cH:18]3. Reactants: O=c1c(Cc2cccnc2)cn2c3cc(Br)ccc3c3cc(O)cc1c32, O=C([O-])[O-], CS(C)=O, [K+], [K+], O, ClCc1cccnc1. Starting materials: C1(=CC=CC=C1)P(C1=CC=CC=C1)C1=CC=CC=C1 (triphenyl phosphine), ice water, C(C1=CC=CC=C1)OC1=CC=C(C=C1)B(O)O (4-benzyloxyphenylboronic acid), IC=1C=NC=CC1 (3-iodo pyridine), C([O-])([O-])=O.[K+].[K+] (potassium carbonate). The reagents and catalysts are C(C)(=O)[O-].[Pd+2].C(C)(=O)[O-] (palladium(II) acetate). The solvent is COCCOC (DME), CCO (EtOH), O (water), COCCOC (DME), COCCOC (DME). Reaction conditions: temperature 90 celsius, time 16 hour. The product is C(C1=CC=CC=C1)OC1=CC=C(C=C1)C=1C=NC=CC1 (3-(4-Benzyloxy-phenyl)-pyridine). Yield: 91.8%. Reaction SMILES: [CH2:1]([O:8][C:9]1[CH:14]=[CH:13][C:12](B(O)O)=[CH:11][CH:10]=1)[C:2]1[CH:7]=[CH:6][CH:5]=[CH:4][CH:3]=1.I[C:19]1[CH:20]=[N:21][CH:22]=[CH:23][CH:24]=1.C(=O)([O-])[O-].[K+].[K+].C1(P(C2C=CC=CC=2)C2C=CC=CC=2)C=CC=CC=1>COCCOC.C([O-])(=O)C.[Pd+2].C([O-])(=O)C.O.CCO>[CH2:1]([O:8][C:9]1[CH:14]=[CH:13][C:12]([C:19]2[CH:20]=[N:21][CH:22]=[CH:23][CH:24]=2)=[CH:11][CH:10]=1)[C:2]1[CH:7]=[CH:6][CH:5]=[CH:4][CH:3]=1 |f:2.3.4,7.8.9|. Reported procedure: To a solution of 4-benzyloxyphenylboronic acid (1.48 g, 6.5 mmol) in DME (10 mL) was added 3-iodo pyridine (1.03 g, 5.0 mmol) in DME (8 mL), potassium carbonate (2.0 g, 15 mmol) in 1:1 mixture of EtOH:water (3 mL), palladium(II) acetate (56 mg, 0.25 mmol), and triphenyl phosphine (202 mg, 1.0 mmol) in DME (2 mL). The resulting mixture was warmed up to 90° C. and stirred for 16 h at that temperature. After cooling to rt, reaction mixture was poured into ice-water (200 mL) and product was extracte... Starting materials: C(C)(=O)O[C@H]1[C@H](OCCOCCOCCCl)O[C@@H]([C@@H]([C@@H]1OC(C)=O)OC(C)=O)COC(C)=O (1-Chloro-3,6-dioxaoct-8-yl 2,3,4,6-tetra-O-acetyl-β-D-galactopyranoside), [N-]=[N+]=[N-].[Na+] (sodium azide). The reagents and catalysts are [N+](CCCC)(CCCC)(CCCC)CCCC.[I-] (nBu4NI). Solvent: CN(C)C=O (DMF), CCOC(=O)C (EtOAc). Yields the product C(C)(=O)O[C@H]1[C@H](OCCOCCOCCN=[N+]=[N-])O[C@@H]([C@@H]([C@@H]1OC(C)=O)OC(C)=O)COC(C)=O (1-Azido-3,6-dioxaoct-8-yl 2,3,4,6-tetra-O-acetyl-β-D-galactopyranoside). Yield: 84.4%. As a reaction SMILES: [C:1]([O:4][C@@H:5]1[C@@H:20]([O:21][C:22](=[O:24])[CH3:23])[C@@H:19]([O:25][C:26](=[O:28])[CH3:27])[C@@H:18]([CH2:29][O:30][C:31](=[O:33])[CH3:32])[O:17][C@H:6]1[O:7][CH2:8][CH2:9][O:10][CH2:11][CH2:12][O:13][CH2:14][CH2:15]Cl)(=[O:3])[CH3:2].[N-:34]=[N+:35]=[N-:36].[Na+]>[N+](CCCC)(CCCC)(CCCC)CCCC.[I-].CN(C=O)C.CCOC(C)=O>[C:1]([O:4][C@@H:5]1[C@@H:20]([O:21][C:22](=[O:24])[CH3:23])[C@@H:19]([O:25][C:26](=[O:28])[CH3:27])[C@@H:18]([CH2:29][O:30][C:31](=[O:33])[CH3:32])[O:17][C@H:6]1[O:7][CH2:8][CH2:9][O:10][CH2:11][CH2:12][O:13][CH2:14][CH2:15][N:34]=[N+:35]=[N-:36])(=[O:3])[CH3:2] |f:1.2,3.4|. Reported procedure: A solution of 4a (3.85 g, 7.71 mmol), sodium azide (2.51 g, 38.58 mmol) and nBu4NI (5.7 g, 15.43 mmol) in anhydrous DMF (20 mL) was stirred at 90° C. for 24 hrs. The solution was cooled to r.t. then diluted with EtOAc (300 mL). The organic layer was washed with water (3×200 mL), dried (Na2SO4), filtered and evaporated under reduced pressure. The oily residue was purified by flash silica gel column chromatography (PE then PE/EtOAc 1:1) to afford 4 (3.29 g, 85%) as a pale yellow oil. The reactants are C1(=CC=C(C=C1)S)C (p-toluenethiol), OC1=C(C2=C(CCN(CC2)C)C=C1O)SC1=CC=C(C=C1)C (7,8-dihydroxy-3-methyl-6-(p-tolylthio)-2,3,4,5-tetrahydro-1H-3-benzazepine), [N+](=O)([O-])C1=CC=C(C=C1)S (p-nitrothiophenol). Solvent: CO (methanol), CO (methanol). Product: OC1=C(C2=C(CCN(CC2)C)C=C1O)SC1=CC=C(C=C1)[N+](=O)[O-] (7,8-dihydroxy-3-methyl-6-(p-nitrophenylthio)-2,3,4,5-tetrahydro-1H-3-benzazepine). RXN SMILES: C1(C)C=CC(S)=CC=1.[OH:9][C:10]1[C:21]([OH:22])=[CH:20][C:13]2[CH2:14][CH2:15][N:16]([CH3:19])[CH2:17][CH2:18][C:12]=2[C:11]=1[S:23][C:24]1[CH:29]=[CH:28][C:27](C)=[CH:26][CH:25]=1.[N+:31](C1C=CC(S)=CC=1)([O-:33])=[O:32]>CO>[OH:9][C:10]1[C:21]([OH:22])=[CH:20][C:13]2[CH2:14][CH2:15][N:16]([CH3:19])[CH2:17][CH2:18][C:12]=2[C:11]=1[S:23][C:24]1[CH:29]=[CH:28][C:27]([N+:31]([O-:33])=[O:32])=[CH:26][CH:25]=1. Reported procedure: Similarly, reaction of 1 g. (0.0075 mole) of p-toluenethiol and 2 g. of the dione in 200 ml. of methanol as described above gave 7,8-dihydroxy-3-methyl-6-(p-tolylthio)-2,3,4,5-tetrahydro-1H-3-benzazepine, m.p. 105°-114° C. and reaction of 1.65 g. (0.0011 mole) of p-nitrothiophenol and 2.3 g. of the dione in 200 ml. of methanol gave 7,8-dihydroxy-3-methyl-6-(p-nitrophenylthio)-2,3,4,5-tetrahydro-1H-3-benzazepine, m.p. 165°-170° C. As a reaction SMILES: [Cl:19][CH2:20][Cl:21].[OH:1][CH2:2][c:3]1[cH:4][c:5]2[cH:6][c:7]([O:17][CH3:18])[c:8]([O:15][CH3:16])[c:9]([O:13][CH3:14])[c:10]2[cH:11][cH:12]1>>[O:1]=[CH:2][c:3]1[cH:4][c:5]2[cH:6][c:7]([O:17][CH3:18])[c:8]([O:15][CH3:16])[c:9]([O:13][CH3:14])[c:10]2[cH:11][cH:12]1. The product is COc1cc2cc(C=O)ccc2c(OC)c1OC. The reactants are ClCCl, COc1cc2cc(CO)ccc2c(OC)c1OC. The reactants are O(C)C1=C(C=CC=C1)S (2-methoxylthiophenol), ClCC(C)=O (chloroacetone), C(=O)([O-])[O-].[K+].[K+] (K2CO3). Run in CC(=O)C (acetone). Conditions: temperature 100 celsius. The product is COC1=CC=CC=2C(=CSC21)C (7-Methoxy-3-methylbenzothiophene). Yield: 53.5%. RXN SMILES: [O:1]([C:3]1[CH:8]=[CH:7][CH:6]=[CH:5][C:4]=1[SH:9])[CH3:2].Cl[CH2:11][C:12](=O)[CH3:13].C([O-])([O-])=O.[K+].[K+]>CC(C)=O>[CH3:2][O:1][C:3]1[C:4]2[S:9][CH:11]=[C:12]([CH3:13])[C:5]=2[CH:6]=[CH:7][CH:8]=1 |f:2.3.4|. Procedure: A mixture of 2-methoxylthiophenol (915 mg, 6.5 mmol), chloroacetone (1.1 mL, 13.8 mmol) and K2CO3 (1.8 g, 13 mmol) in acetone (15 mL) was refluxed for 2 h. The mixture was filtered and the solvent evaporated. The crude product was dissolved in chlorobenzene (30 mL) and polyphosphoric acid (PPA, 0.5 g) was added (Plé et al., (1988) J. Heterocyclic Chem. 25, 1271-1272). The resulting mixture was heated at 100° C. over night, and then refluxed for 5 h. The solvent was decanted from the PPA-residue.... Reactants: COCc1nc2nc(-c3ncccc3C(F)(F)F)ccc2c(=O)[nH]1, ClC(Cl)Cl, O=P(Cl)(Cl)Cl, Cc1cccc(C)n1. The product is COCc1nc(Cl)c2ccc(-c3ncccc3C(F)(F)F)nc2n1. RXN SMILES: [CH3:1][O:2][CH2:3][c:4]1[nH:5][c:6](=[O:24])[c:7]2[c:8]([n:9]1)[n:10][c:11](-[c:14]1[n:15][cH:16][cH:17][cH:18][c:19]1[C:20]([F:21])([F:22])[F:23])[cH:12][cH:13]2.[Cl:38][CH:39]([Cl:40])[Cl:41].[P:33]([Cl:34])([Cl:35])([Cl:36])=[O:37].[n:25]1[c:26]([CH3:27])[cH:28][cH:29][cH:30][c:31]1[CH3:32]>>[CH3:1][O:2][CH2:3][c:4]1[n:5][c:6]([Cl:35])[c:7]2[c:8]([n:9]1)[n:10][c:11](-[c:14]1[n:15][cH:16][cH:17][cH:18][c:19]1[C:20]([F:21])([F:22])[F:23])[cH:12][cH:13]2. Starting materials: C(#N)[BH3-].[Na+] (sodium cyanoborohydride), C(C)=O (acetaldehyde), C(C)(=O)O (acetic acid), C1(=CC=CC=C1)[C@H](CC)NC(=O)C1=C(N(C(C2=CC=CC=C12)=O)N)C (2-amino-3-methyl-1-oxo-1,2-dihydro-isoquinoline-4-carboxylic acid ((S)-1-phenyl-propyl)-amide), C(#N)[BH3-].[Na+] (sodium cyanoborohydride), C(C)=O (acetaldehyde), C(C)(=O)O (acetic acid). Run in CO (methanol). Reaction conditions: time 30 minute. Product: C1(=CC=CC=C1)[C@H](CC)NC(=O)C1=C(N(C(C2=CC=CC=C12)=O)NCC)C (2-Ethylamino-3-methyl-1-oxo-1,2-dihydro-isoquinoline-4-carboxylic acid ((S)-1-phenyl-propyl)-amide). As a reaction SMILES: [C:1]1([C@@H:7]([NH:10][C:11]([C:13]2[C:22]3[C:17](=[CH:18][CH:19]=[CH:20][CH:21]=3)[C:16](=[O:23])[N:15]([NH2:24])[C:14]=2[CH3:25])=[O:12])[CH2:8][CH3:9])[CH:6]=[CH:5][CH:4]=[CH:3][CH:2]=1.C([BH3-])#N.[Na+].[CH:30](=O)[CH3:31].C(O)(=O)C>CO>[C:1]1([C@@H:7]([NH:10][C:11]([C:13]2[C:22]3[C:17](=[CH:18][CH:19]=[CH:20][CH:21]=3)[C:16](=[O:23])[N:15]([NH:24][CH2:30][CH3:31])[C:14]=2[CH3:25])=[O:12])[CH2:8][CH3:9])[CH:6]=[CH:5][CH:4]=[CH:3][CH:2]=1 |f:1.2|. Procedure details: To a mixture of 2-amino-3-methyl-1-oxo-1,2-dihydro-isoquinoline-4-carboxylic acid ((S)-1-phenyl-propyl)-amide (3.04 g, 9.06 mmol) and sodium cyanoborohydride (1.00 g, 15.9 mmol) in methanol (25 mL), acetaldehyde (2.00 mL, 35.6 mmol) was added followed by dropwise addition of acetic acid (2.5 mL, 44 mmol) (caution: exothermic reaction with gas evolution). The obtained clear colorless solution was stirred at r.t. for 30 min. More sodium cyanoborohydride (1 g), acetaldehyde (1 ml), and acetic acid ... Starting materials: C(#N)C1=CC=C(C=C1)NC(C(=O)OCC)C1=CC(=CC(=C1)C=C)OC (ethyl (RS)-(4-cyano-phenylamino)-(3-methoxy-5-vinyl-phenyl)-acetate), C1CCOC1 (THF). The reagents and catalysts are [Pd] (Pd-C). The solvent is CCO (EtOH). The product is C(#N)C1=CC=C(C=C1)NC(C(=O)OCC)C1=CC(=CC(=C1)OC)CC (ethyl (RS)-(4-cyano-phenylamino)-(3-ethyl-5-methoxy-phenyl)-acetate). The yield is 99.8%. Reaction SMILES: [C:1]([C:3]1[CH:8]=[CH:7][C:6]([NH:9][CH:10]([C:16]2[CH:21]=[C:20]([CH:22]=[CH2:23])[CH:19]=[C:18]([O:24][CH3:25])[CH:17]=2)[C:11]([O:13][CH2:14][CH3:15])=[O:12])=[CH:5][CH:4]=1)#[N:2].C1COCC1>CCO.[Pd]>[C:1]([C:3]1[CH:8]=[CH:7][C:6]([NH:9][CH:10]([C:16]2[CH:17]=[C:18]([O:24][CH3:25])[CH:19]=[C:20]([CH2:22][CH3:23])[CH:21]=2)[C:11]([O:13][CH2:14][CH3:15])=[O:12])=[CH:5][CH:4]=1)#[N:2]. Procedure details: Pd-C (10%, 236 mg, 0.22 mmol) was added a solution of the ethyl (RS)-(4-cyano-phenylamino)-(3-methoxy-5-vinyl-phenyl)-acetate (1.495 g, 4.44 mmol) obtained in Example198.3 in EtOH (40 ml) and THF (4 ml) and the mixture was hydrogenated for 1 h. at room temperature. The reaction mixture was filtered, the filtrate was concentrated and the residue was purified by filtration over SiO2 (eluent: AcOEt/hexane 1:1). There were obtained 1.5 g (99%) of ethyl (RS)-(4-cyano-phenylamino)-(3-ethyl-5-methoxy-p... Reactants: I(=O)(=O)C1=C(C(=O)O)C=CC=C1 (2-Iodoxybenzoic acid), NC(=O)NC=1NC(=CC1C(=O)N)C1=CC=C(C=C1)CO (2-aminocarbonylamino-5-(4-hydroxymethylphenyl)pyrrole-3-carboxamide), O (Water). The solvent is CS(=O)C (dimethyl sulfoxide). The product is NC(=O)NC=1NC(=CC1C(=O)N)C1=CC=C(C=C1)C=O (2-Aminocarbonylamino-5-(4-formylphenyl)pyrrole-3-carboxamide). Yield: 67.0%. RXN SMILES: I(C1C=CC=CC=1C(O)=O)(=O)=O.[NH2:13][C:14]([NH:16][C:17]1[NH:18][C:19]([C:25]2[CH:30]=[CH:29][C:28]([CH2:31][OH:32])=[CH:27][CH:26]=2)=[CH:20][C:21]=1[C:22]([NH2:24])=[O:23])=[O:15].O>CS(C)=O>[NH2:13][C:14]([NH:16][C:17]1[NH:18][C:19]([C:25]2[CH:30]=[CH:29][C:28]([CH:31]=[O:32])=[CH:27][CH:26]=2)=[CH:20][C:21]=1[C:22]([NH2:24])=[O:23])=[O:15]. Procedure: 2-Iodoxybenzoic acid (150 mg, 0.53 mmol) was added to a solution of 2-aminocarbonylamino-5-(4-hydroxymethylphenyl)pyrrole-3-carboxamide (Compound No. 13-1, 130 mg, 0.47 mmol) in dimethyl sulfoxide (5 mL) and the mixture was stirred at room temperature for 1 hour. Water (15 mL) was added to the reaction solution, the precipitated solid was filtered off. The obtained solid was washed with 0.25N aqueous sodium hydroxide (2 mL) and water (2 mL), dried under reduced pressure to give the target compou...